Dataset: the Open Reaction Database (ORD), a public repository of structured organic reaction records. Task: describe an organic reaction: reactants, conditions, products, and yield The reactants are O, O=C1c2cccc3cc4ccccc4c(c23)C(=O)N1CCO, Cc1ccc(S(=O)(=O)Cl)cc1, c1ccncc1. The product is Cc1ccc(S(=O)(=O)OCCN2C(=O)c3cccc4cc5ccccc5c(c34)C2=O)cc1. RXN SMILES: [OH2:34].[OH:1][CH2:2][CH2:3][N:4]1[C:5](=[O:22])[c:6]2[c:7]3[c:8]([cH:9][c:10]4[c:11]2[c:12]([cH:15][cH:16][cH:17]4)[C:13]1=[O:14])[cH:18][cH:19][cH:20][cH:21]3.[c:23]1([CH3:33])[cH:24][cH:25][c:26]([S:29](=[O:30])(=[O:31])[Cl:32])[cH:27][cH:28]1.[cH:35]1[cH:36][cH:37][n:38][cH:39][cH:40]1>>[O:1]([CH2:2][CH2:3][N:4]1[C:5](=[O:22])[c:6]2[c:7]3[c:8]([cH:9][c:10]4[c:11]2[c:12]([cH:15][cH:16][cH:17]4)[C:13]1=[O:14])[cH:18][cH:19][cH:20][cH:21]3)[S:29]([c:26]1[cH:25][cH:24][c:23]([CH3:33])[cH:28][cH:27]1)(=[O:30])=[O:31]. Yields the product CCCN(CC1CCN(S(C)(=O)=O)CC1)C1CCc2ccc(NC(=O)C(C)C)cc2C1. Reaction SMILES: [C:27]([CH:28]([CH3:29])[CH3:30])(=[O:31])[Cl:32].[CH3:1][S:2](=[O:3])(=[O:4])[N:5]1[CH2:6][CH2:7][CH:8]([CH2:11][N:12]([CH:13]2[CH2:14][c:15]3[cH:16][c:17]([NH2:23])[cH:18][cH:19][c:20]3[CH2:21][CH2:22]2)[CH2:24][CH2:25][CH3:26])[CH2:9][CH2:10]1.[CH:36]([N:37]([CH2:38][CH3:39])[CH:40]([CH3:41])[CH3:42])([CH3:43])[CH3:44].[Cl:33][CH2:34][Cl:35]>>[CH3:1][S:2](=[O:3])(=[O:4])[N:5]1[CH2:6][CH2:7][CH:8]([CH2:11][N:12]([CH:13]2[CH2:14][c:15]3[cH:16][c:17]([NH:23][C:27]([CH:28]([CH3:29])[CH3:30])=[O:31])[cH:18][cH:19][c:20]3[CH2:21][CH2:22]2)[CH2:24][CH2:25][CH3:26])[CH2:9][CH2:10]1. Reactants: CC(C)C(=O)Cl, CCCN(CC1CCN(S(C)(=O)=O)CC1)C1CCc2ccc(N)cc2C1, CCN(C(C)C)C(C)C, ClCCl. The reactants are C1(=CC=CC2=CC=CC=C12)CCBr (2-(α-naphthyl)ethyl bromide), NC1=CC=C(C(=O)OCC)C=C1 (ethyl p-aminobenzoate). Solvent: CN(P(=O)(N(C)C)N(C)C)C (hexamethylphosphoramide). Reaction conditions: temperature 110 celsius. Product: C1(=CC=CC2=CC=CC=C12)CCNC1=CC=C(C(=O)OCC)C=C1 (ethyl 4-[2-(α-naphthyl)ethylamino]benzoate). RXN SMILES: [C:1]1([CH2:11][CH2:12]Br)[C:10]2[C:5](=[CH:6][CH:7]=[CH:8][CH:9]=2)[CH:4]=[CH:3][CH:2]=1.[NH2:14][C:15]1[CH:25]=[CH:24][C:18]([C:19]([O:21][CH2:22][CH3:23])=[O:20])=[CH:17][CH:16]=1>CN(C)P(N(C)C)(N(C)C)=O>[C:1]1([CH2:11][CH2:12][NH:14][C:15]2[CH:16]=[CH:17][C:18]([C:19]([O:21][CH2:22][CH3:23])=[O:20])=[CH:24][CH:25]=2)[C:10]2[C:5](=[CH:6][CH:7]=[CH:8][CH:9]=2)[CH:4]=[CH:3][CH:2]=1. Procedure details: A solution of 4.7 g. of 2-(α-naphthyl)ethyl bromide and 6.6 g. of ethyl p-aminobenzoate in 50 ml. of hexamethylphosphoramide is stirred and heated at 110° C. for 16 hours. The mixture is cooled, diluted with 50 ml. of water and filtered to give a crude product, which is recrystallized from ethanol. Recrystallization gives ethyl 4-[2-(α-naphthyl)ethylamino]benzoate as white crystals, m.p. 104°-106° C. The reactants are C(C(=O)Cl)(=O)Cl (Oxalyl chloride), COC=1C=C(C(=O)O)C=CC1C1=CSC=C1C (3-methoxy-4-(4-methyl-3-thienyl)benzoic acid), NS(=O)(=O)C1=CC=C(C=C1)C(N)=NO (4-(aminosulfonyl)-N′-hydroxybenzenecarboximidamide), 2006/013104 A1, C(#N)C1=CC=C(C=C1)S(=O)(=O)N (4-cyanobenzene-1-sulfonamide), CCN(C(C)C)C(C)C (DIEA). Product: COC=1C=C(C=CC1C1=CSC=C1C)C1=NC(=NO1)C1=CC=C(C=C1)S(=O)(=O)N (4-{5-[3-methoxy-4-(4-methyl-3-thienyl)phenyl]-1,2,4-oxadiazol-3-yl}benzenesulfonamide). Reaction SMILES: C(Cl)(=O)C(Cl)=O.[CH3:7][O:8][C:9]1[CH:10]=[C:11]([CH:15]=[CH:16][C:17]=1[C:18]1[C:22]([CH3:23])=[CH:21][S:20][CH:19]=1)[C:12]([OH:14])=O.[NH2:24][S:25]([C:28]1[CH:33]=[CH:32][C:31]([C:34](=[N:36]O)[NH2:35])=[CH:30][CH:29]=1)(=[O:27])=[O:26].C(C1C=CC(S(N)(=O)=O)=CC=1)#N.CCN(C(C)C)C(C)C>>[CH3:7][O:8][C:9]1[CH:10]=[C:11]([C:12]2[O:14][N:36]=[C:34]([C:31]3[CH:30]=[CH:29][C:28]([S:25]([NH2:24])(=[O:26])=[O:27])=[CH:33][CH:32]=3)[N:35]=2)[CH:15]=[CH:16][C:17]=1[C:18]1[C:22]([CH3:23])=[CH:21][S:20][CH:19]=1. Procedure details: Oxalyl chloride (123 mL; 1.45 mmol), Intermediate 8 (120 mg; 0.48 mmol), 4-(aminosulfonyl)-N′-hydroxybenzenecarboximidamide, prepared as described in WO 2006/013104 A1 from 4-cyanobenzene-1-sulfonamide (ABCR; CD10716), (104 mg; 05 mmol, 1 eq.) and DIEA (250 mL; 1.45 mmol) were reacted according to the procedure described for Example 38. Purification by recrystallisation from DCM/n-pentane afforded the title compound as a white solid. LC/MS (Method A): 426.3 (M−H)−. HPLC (Method A) Rt 4.93 min (p... Starting materials: C(C)(C)(C)OC(=O)N[C@H](C(=O)N[C@H](C(=O)N1N[C@@H](CCC1)C(=O)O)CC1=CC(=CC=C1)O[Si](C)(C)C(C)(C)C)C(C)C ((S)-1-{(S)-2-((S)-2-tert-butoxycarbonylamino-3-methyl-butyrylamino)-3-[3-(tert-butyl-dimethyl-silanyloxy)-phenyl]-propionyl}-hexahydro-pyridazine-3-carboxylic acid), 2f, C(=C)C1=CC=C2CC[C@H](C2=C1)O ((R)-6-vinyl-indan-1-ol), C(C)N=C=NCCCN(C)C (1-ethyl-3-(3-dimethylaminopropyl)carbodiimide). The reagents and catalysts are CN(C1=CC=NC=C1)C (4-dimethylaminopyridine). The solvent is ClCCl (dichloromethane). Conditions: time 8 hour. Product: C(=C)C1=CC=C2CC[C@H](C2=C1)OC(=O)[C@H]1NN(CCC1)C([C@H](CC1=CC(=CC=C1)O[Si](C)(C)C(C)(C)C)NC([C@H](C(C)C)NC(=O)OC(C)(C)C)=O)=O ((S)-1-{(S)-2-((S)-2-tert-Butoxycarbonylamino-3-methyl-butyrylamino)-3-[3-(tert-butyl-dimethyl-silanyloxy)-phenyl]-propionyl}-hexahydro-pyridazine-3-carboxylic acid (R)-6-vinyl-indan-1-yl ester). Isolated yield 93.7%. As a reaction SMILES: [C:1]([O:5][C:6]([NH:8][C@@H:9]([CH:40]([CH3:42])[CH3:41])[C:10]([NH:12][C@@H:13]([CH2:25][C:26]1[CH:31]=[CH:30][CH:29]=[C:28]([O:32][Si:33]([C:36]([CH3:39])([CH3:38])[CH3:37])([CH3:35])[CH3:34])[CH:27]=1)[C:14]([N:16]1[CH2:21][CH2:20][CH2:19][C@@H:18]([C:22]([OH:24])=[O:23])[NH:17]1)=[O:15])=[O:11])=[O:7])([CH3:4])([CH3:3])[CH3:2].[CH:43]([C:45]1[CH:53]=[C:52]2[C:48]([CH2:49][CH2:50][C@H:51]2O)=[CH:47][CH:46]=1)=[CH2:44].C(N=C=NCCCN(C)C)C>CN(C)C1C=CN=CC=1.ClCCl>[CH:43]([C:45]1[CH:53]=[C:52]2[C:48]([CH2:49][CH2:50][C@H:51]2[O:23][C:22]([C@@H:18]2[CH2:19][CH2:20][CH2:21][N:16]([C:14](=[O:15])[C@@H:13]([NH:12][C:10](=[O:11])[C@@H:9]([NH:8][C:6]([O:5][C:1]([CH3:2])([CH3:3])[CH3:4])=[O:7])[CH:40]([CH3:42])[CH3:41])[CH2:25][C:26]3[CH:31]=[CH:30][CH:29]=[C:28]([O:32][Si:33]([C:36]([CH3:39])([CH3:38])[CH3:37])([CH3:34])[CH3:35])[CH:27]=3)[NH:17]2)=[O:24])=[CH:47][CH:46]=1)=[CH2:44]. Procedure: A solution of (S)-1-{(S)-2-((S)-2-tert-butoxycarbonylamino-3-methyl-butyrylamino)-3-[3-(tert-butyl-dimethyl-silanyloxy)-phenyl]-propionyl}-hexahydro-pyridazine-3-carboxylic acid (658 mg, 1.086 mmol) 2f, prepared as described earlier, (R)-6-vinyl-indan-1-ol (208.7 mg, 1.303 mmol) and 4-dimethylaminopyridine (132.7 mg, 1.086 mmol) in anhydrous dichloromethane (20 mL) was treated with 1-ethyl-3-(3-dimethylaminopropyl)carbodiimide (340.6 mg, 1.738 mmol). After overnight stirring at room temperature ... Starting materials: ClC(Cl)(Cl)Cl, O=C1CCC(=O)N1Cl, CC1C(=S)Nc2ccc(Cl)cc21. Yields the product CC1(Cl)C(=S)Nc2ccc(Cl)cc21. Reaction SMILES: [C:21]([Cl:22])([Cl:23])([Cl:24])[Cl:25].[Cl:13][N:14]1[C:15](=[O:16])[CH2:17][CH2:18][C:19]1=[O:20].[Cl:1][c:2]1[cH:3][c:4]2[c:8]([cH:9][cH:10]1)[NH:7][C:6](=[S:11])[CH:5]2[CH3:12]>>[Cl:1][c:2]1[cH:3][c:4]2[c:8]([cH:9][cH:10]1)[NH:7][C:6](=[S:11])[C:5]2([CH3:12])[Cl:13].